From a dataset of the Open Reaction Database (ORD), a public repository of structured organic reaction records. describe an organic reaction: reactants, conditions, products, and yield Starting materials: ClCCCCN1C(NC(C(=C1)C=1SC=CC1)=O)=O (1-(4-chlorobutyl)-5-(thiophen-2-yl)pyrimidine-2,4(1H,3H)-dione), Cl.ClC=1C=C2CCC3(CNCC3)C2=CC1 (5-chloro-2,3-dihydrospiro[indene-1,3′-pyrrolidine]hydrochloride), C([O-])([O-])=O.[K+].[K+] (potassium carbonate), [I-].[Na+] (sodium iodide). Solvent: CN1CCCC1=O (NMP), O (water). Run at temperature 70 celsius, time 8 hour. Product: Cl.ClC=1C=C2CCC3(CN(CC3)CCCCN3C(NC(C(=C3)C=3SC=CC3)=O)=O)C2=CC1 (1-(4-(5-chloro-2,3-dihydrospiro[indene-1,3′-pyrrolidine]-1′-yl)butyl)-5-(thiophen-2-yl)pyrimidine-2,4(1H,3H)-dione hydrochloride). Isolated yield 81.2%. Reaction SMILES: [Cl:1][CH2:2][CH2:3][CH2:4][CH2:5][N:6]1[CH:11]=[C:10]([C:12]2[S:13][CH:14]=[CH:15][CH:16]=2)[C:9](=[O:17])[NH:8][C:7]1=[O:18].Cl.[Cl:20][C:21]1[CH:22]=[C:23]2[C:31](=[CH:32][CH:33]=1)[C:26]1([CH2:30][CH2:29][NH:28][CH2:27]1)[CH2:25][CH2:24]2.C(=O)([O-])[O-].[K+].[K+].[I-].[Na+]>O.CN1C(=O)CCC1>[ClH:1].[Cl:20][C:21]1[CH:22]=[C:23]2[C:31](=[CH:32][CH:33]=1)[C:26]1([CH2:30][CH2:29][N:28]([CH2:2][CH2:3][CH2:4][CH2:5][N:6]3[CH:11]=[C:10]([C:12]4[S:13][CH:14]=[CH:15][CH:16]=4)[C:9](=[O:17])[NH:8][C:7]3=[O:18])[CH2:27]1)[CH2:25][CH2:24]2 |f:1.2,3.4.5,6.7,10.11|. Procedure: A mixture of 1-(4-chlorobutyl)-5-(thiophen-2-yl)pyrimidine-2,4(1H,3H)-dione (Prep23, 50 mg, 0.18 mmol), 5-chloro-2,3-dihydrospiro[indene-1,3′-pyrrolidine]hydrochloride (Prep10, 66 mg, 0.27 mmol), potassium carbonate (112 mg, 0.81 mmol), sodium iodide (108 mg, 0.72 mmol) and NMP (1 ml) was stirred at 70° C. overnight. Then it was cooled down to room temperature and diluted with water and extracted with ethyl acetate. The EA phase was evaporated and the crude purified by preparative TLC (TLC analy... Starting materials: CCCCP(CCCC)CCCC, COc1ccc(C(=CCO)c2ccc(OC)cc2)cc1, COC(=O)C(Cc1ccc(O)cc1)C(=O)OC, CCCCCCC, c1ccccc1. Yields the product COC(=O)C(Cc1ccc(OCC=C(c2ccc(OC)cc2)c2ccc(OC)cc2)cc1)C(=O)OC. Reaction SMILES: [CH2:21]([P:22]([CH2:23][CH2:24][CH2:25][CH3:26])[CH2:27][CH2:28][CH2:29][CH3:30])[CH2:31][CH2:32][CH3:33].[CH3:1][O:2][c:3]1[cH:4][cH:5][c:6]([C:9](=[CH:10][CH2:11][OH:12])[c:13]2[cH:14][cH:15][c:16]([O:19][CH3:20])[cH:17][cH:18]2)[cH:7][cH:8]1.[CH3:34][O:35][C:36]([CH:37]([C:38](=[O:39])[O:40][CH3:41])[CH2:42][c:43]1[cH:44][cH:45][c:46]([OH:49])[cH:47][cH:48]1)=[O:50].[CH3:51][CH2:52][CH2:53][CH2:54][CH2:55][CH2:56][CH3:57].[cH:58]1[cH:59][cH:60][cH:61][cH:62][cH:63]1>>[CH3:1][O:2][c:3]1[cH:4][cH:5][c:6]([C:9](=[CH:10][CH2:11][O:12][c:46]2[cH:45][cH:44][c:43]([CH2:42][CH:37]([C:36]([O:35][CH3:34])=[O:50])[C:38](=[O:39])[O:40][CH3:41])[cH:48][cH:47]2)[c:13]2[cH:14][cH:15][c:16]([O:19][CH3:20])[cH:17][cH:18]2)[cH:7][cH:8]1. Reactants: N#Cc1cccc2c1CCC2=O, CCO, Cl, NO. Product: N#Cc1cccc2c1CCC2=NO. As a reaction SMILES: [C:1](#[N:2])[c:3]1[c:4]2[c:8]([cH:9][cH:10][cH:11]1)[C:7](=[O:12])[CH2:6][CH2:5]2.[CH3:16][CH2:17][OH:18].[ClH:13].[NH2:14][OH:15]>>[C:1](#[N:2])[c:3]1[c:4]2[c:8]([cH:9][cH:10][cH:11]1)[C:7](=[N:14][OH:15])[CH2:6][CH2:5]2. The reactants are C(C)(=O)OCC (ethyl acetate), C(C1=CC=CC=C1)NC(=O)C1=CC=CC2=CC(=CC=C12)NS(=O)(=O)C1=CC(=CC(=C1)Cl)Cl (6-(3,5-dichloro-phenylsulphonylamino)-naphthalene-1-carboxylic acid-benzylamide), C(C)OP(=O)(OCC)COS(=O)(=O)C(F)(F)F (diethylphosphonomethyltriflate), C([O-])([O-])=O.[K+].[K+] (potassium carbonate). Run in CN(C=O)C (N,N-dimethylformamide). Run at time 3 hour. The product is C(C1=CC=CC=C1)NC(=O)C1=C2C=CC(=CC2=CC=C1)N(S(=O)(=O)C1=CC(=CC(=C1)Cl)Cl)CP(OCC)(OCC)=O (Diethyl {[(5-benzylaminocarbonyl-naphthalen-2-yl)-(3,5-dichloro-phenylsulphonyl)-amino]-methyl}-phosphonate). As a reaction SMILES: [CH2:1]([NH:8][C:9]([C:11]1[C:20]2[C:15](=[CH:16][C:17]([NH:21][S:22]([C:25]3[CH:30]=[C:29]([Cl:31])[CH:28]=[C:27]([Cl:32])[CH:26]=3)(=[O:24])=[O:23])=[CH:18][CH:19]=2)[CH:14]=[CH:13][CH:12]=1)=[O:10])[C:2]1[CH:7]=[CH:6][CH:5]=[CH:4][CH:3]=1.[CH2:33]([O:35][P:36]([CH2:41]OS(C(F)(F)F)(=O)=O)([O:38][CH2:39][CH3:40])=[O:37])[CH3:34].C(=O)([O-])[O-].[K+].[K+].C(OCC)(=O)C>CN(C)C=O>[CH2:1]([NH:8][C:9]([C:11]1[CH:12]=[CH:13][CH:14]=[C:15]2[C:20]=1[CH:19]=[CH:18][C:17]([N:21]([CH2:41][P:36](=[O:37])([O:38][CH2:39][CH3:40])[O:35][CH2:33][CH3:34])[S:22]([C:25]1[CH:26]=[C:27]([Cl:32])[CH:28]=[C:29]([Cl:31])[CH:30]=1)(=[O:24])=[O:23])=[CH:16]2)=[O:10])[C:2]1[CH:3]=[CH:4][CH:5]=[CH:6][CH:7]=1 |f:2.3.4|. Procedure details: A mixture of 200 mg 6-(3,5-dichloro-phenylsulphonylamino)-naphthalene-1-carboxylic acid-benzylamide, 180 mg diethylphosphonomethyltriflate (prepared analogously to Tetrahedron Letters 1986, 27, 1477) and 100 mg potassium carbonate in 4 ml N,N-dimethylformamide is stirred for three hours at ambient temperature. Then it is combined with ethyl acetate, washed with water and saturated sodium chloride solution, dried on magnesium sulphate and evaporated down. The flask residue is chromatographed thro... The reactants are [BH4-].[Na+] (NaBH4), C(=O)C1C2=CC(=CC=C2C=2C=CC(=CC12)NC(=O)OC(C)(C)C)NC(=O)OC(C)(C)C (9-Formyl-2,7-di(Boc-amino)fluorene), C(C)(=O)O (acetic acid). Solvent: O (water), CO (methanol). Reaction conditions: time 5 hour. The product is OCC1C2=CC(=CC=C2C=2C=CC(=CC12)NC(=O)OC(C)(C)C)NC(=O)OC(C)(C)C (9-hydroxymethyl-2,7-di(Boc-amino)fluorene). Reaction SMILES: [CH:1]([CH:3]1[C:15]2[CH:14]=[C:13]([NH:16][C:17]([O:19][C:20]([CH3:23])([CH3:22])[CH3:21])=[O:18])[CH:12]=[CH:11][C:10]=2[C:9]2[C:4]1=[CH:5][C:6]([NH:24][C:25]([O:27][C:28]([CH3:31])([CH3:30])[CH3:29])=[O:26])=[CH:7][CH:8]=2)=[O:2].[BH4-].[Na+].C(O)(=O)C>CO.O>[OH:2][CH2:1][CH:3]1[C:15]2[CH:14]=[C:13]([NH:16][C:17]([O:19][C:20]([CH3:21])([CH3:22])[CH3:23])=[O:18])[CH:12]=[CH:11][C:10]=2[C:9]2[C:4]1=[CH:5][C:6]([NH:24][C:25]([O:27][C:28]([CH3:31])([CH3:30])[CH3:29])=[O:26])=[CH:7][CH:8]=2 |f:1.2|. Procedure: 9-Formyl-2,7-di(Boc-amino)fluorene (0.47 g, 1.1 mmol) was dissolved in anhydrous methanol (MeOH) (5 mL) under an argon atmosphere. NaBH4 (1.2 eq, 1.3 mmol, 0.05 g) was added and the reaction was stirred at room temperature for five hours. The reaction was diluted with deionized water and acidified to pH 5 with glacial acetic acid. The reaction was extracted with ethyl acetate (2×100 mL) and the organic layers were washed with saturated NaHCO3 (4×20 mL) and brine (3×20 mL). The organic layers wer... Reactants: C(C1=CC=CC=C1)OC1=CC(=C(C=O)C=C1)O (4-benzyloxy-2-hydroxybenzaldehyde), [N+](=O)(O)[O-] (nitric acid), O (water). The solvent is C(C)(=O)O (acetic acid). Conditions: time 18 hour. Product: C(C1=CC=CC=C1)OC1=CC(=C(C=O)C=C1[N+](=O)[O-])O (4-benzyloxy-2-hydroxy-5-nitrobenzaldehyde). RXN SMILES: [CH2:1]([O:8][C:9]1[CH:16]=[CH:15][C:12]([CH:13]=[O:14])=[C:11]([OH:17])[CH:10]=1)[C:2]1[CH:7]=[CH:6][CH:5]=[CH:4][CH:3]=1.[N+:18]([O-])([OH:20])=[O:19].O>C(O)(=O)C>[CH2:1]([O:8][C:9]1[C:16]([N+:18]([O-:20])=[O:19])=[CH:15][C:12]([CH:13]=[O:14])=[C:11]([OH:17])[CH:10]=1)[C:2]1[CH:3]=[CH:4][CH:5]=[CH:6][CH:7]=1. Procedure: To a solution of 4-benzyloxy-2-hydroxybenzaldehyde (0.5 g, 2.2 mmol) in 4.4 mL of acetic acid, at 0° C., is added nitric acid (0.28 mL, 4.4 mmol) dropwise. The mixture is stirred at ambient temperature for 18 h. The mixture is poured into water and extracted with EtOAc. The organic layer is washed with water, sat. NaCl and dried over sodium sulfate. The solvent is removed under reduced pressure and the crude material is purified by flash chromatography using hexane/EtOAc (6:1) to afford 4-benzyl... Reactants: O (water), O (water), BrC1=C(C=C(C=C1C)N1C(NC(C12CCCC2)=N)=O)C (1-(4-bromo-3,5-dimethylphenyl)-4-imino-1,3-diazaspiro[4.4]nonan-2-one), crude product, O (water), C(O)([O-])=O.[Na+] (sodium hydrogen carbonate). The solvent is C(C)(=O)O (acetic acid), C(C)(=O)O (acetic acid). Run at temperature 65 celsius, time 17 hour. Product: BrC1=C(C=C(C=C1C)N1C(NC(C12CCCC2)=O)=O)C (1-(4-bromo-3,5-dimethylphenyl)-1,3-diazaspiro[4.4]nonane-2,4-dione). RXN SMILES: [Br:1][C:2]1[C:7]([CH3:8])=[CH:6][C:5]([N:9]2[C:13]3([CH2:17][CH2:16][CH2:15][CH2:14]3)[C:12](=N)[NH:11][C:10]2=[O:19])=[CH:4][C:3]=1[CH3:20].O.C(=O)([O-])[OH:23].[Na+]>C(O)(=O)C>[Br:1][C:2]1[C:7]([CH3:8])=[CH:6][C:5]([N:9]2[C:13]3([CH2:17][CH2:16][CH2:15][CH2:14]3)[C:12](=[O:23])[NH:11][C:10]2=[O:19])=[CH:4][C:3]=1[CH3:20] |f:2.3|. Reported procedure: A mixture of 1-(4-bromo-3,5-dimethylphenyl)-4-imino-1,3-diazaspiro[4.4]nonan-2-one (the crude product obtained in the previous reaction) in acetic acid (1.0 mL) and water (0.25 mL) was stirred for 1.5 hours at 65° C. under nitrogen atmosphere. After further addition of acetic acid (1.0 mL) and water (0.25 mL), the mixture was stirred for 17 hours at 65° C. under nitrogen atmosphere. The reaction mixture was cooled, followed by dilution with water and adjustment of its pH to 8 using a saturated a... Starting materials: OCc1ncn2cc(Br)sc12, CC(=O)[O-], CCOCC, ClCCl, [Na+], O=[Cr](=O)([O-])Cl, c1cc[nH+]cc1. Yields the product O=Cc1ncn2cc(Br)sc12. Reaction SMILES: [Br:1][c:2]1[cH:3][n:4]2[c:5]([s:6]1)[c:7]([CH2:10][OH:11])[n:8][cH:9]2.[CH3:24][C:25](=[O:26])[O-:27].[CH3:31][CH2:32][O:33][CH2:34][CH3:35].[Cl:28][CH2:29][Cl:30].[Na+:23].[O:12]=[Cr:13]([Cl:14])([O-:15])=[O:16].[nH+:17]1[cH:18][cH:19][cH:20][cH:21][cH:22]1>>[Br:1][c:2]1[cH:3][n:4]2[c:5]([s:6]1)[c:7]([CH:10]=[O:11])[n:8][cH:9]2. Starting materials: C1CCOC1, CC(C)(C)S(N)=O, ClCCl, C1COCCO1, O=C1CCC2(CC1)OCCO2. Yields the product CC(C)(C)S(=O)N=C1CCC2(CC1)OCCO2. Reaction SMILES: [CH2:22]1[O:23][CH2:24][CH2:25][CH2:26]1.[CH3:1][C:2]([CH3:3])([CH3:4])[S:5](=[O:6])[NH2:7].[Cl:19][CH2:20][Cl:21].[O:27]1[CH2:28][CH2:29][O:30][CH2:31][CH2:32]1.[O:8]1[CH2:9][CH2:10][O:11][C:12]12[CH2:13][CH2:14][C:15](=[O:18])[CH2:16][CH2:17]2>>[CH3:1][C:2]([CH3:3])([CH3:4])[S:5](=[O:6])[N:7]=[C:15]1[CH2:14][CH2:13][C:12]2([O:8][CH2:9][CH2:10][O:11]2)[CH2:17][CH2:16]1. Starting materials: NC=1C=NC=2C(CN(CC2C1)C)(C)C (3-Amino-5,6,7,8-tetrahydro-6,8,8-trimethyl [1,6]naphthyridine), C(C1=CC=CC=C1)(=O)Cl (benzoyl chloride). The solvent is C1CCOC1 (THF). Conditions: time 2 hour. Product: Cl.CN1CC=2C=C(C=NC2C(C1)(C)C)NC(C1=CC=CC=C1)=O (N-(5,6,7,8-Tetrahydro-6,8,8-trimethyl[1,6]naphthyridin-3-yl)benzamide hydrochloride). Reaction SMILES: [NH2:1][C:2]1[CH:3]=[N:4][C:5]2[C:6]([CH3:14])([CH3:13])[CH2:7][N:8]([CH3:12])[CH2:9][C:10]=2[CH:11]=1.[C:15]([Cl:23])(=[O:22])[C:16]1[CH:21]=[CH:20][CH:19]=[CH:18][CH:17]=1>C1COCC1>[ClH:23].[CH3:12][N:8]1[CH2:7][C:6]([CH3:14])([CH3:13])[C:5]2[N:4]=[CH:3][C:2]([NH:1][C:15](=[O:22])[C:16]3[CH:21]=[CH:20][CH:19]=[CH:18][CH:17]=3)=[CH:11][C:10]=2[CH2:9]1 |f:3.4|. Reported procedure: 3-Amino-5,6,7,8-tetrahydro-6,8,8-trimethyl [1,6]naphthyridine (96 mg, 0.50 mmol) was dissolved in dry THF (5 ml) and the solution treated with benzoyl chloride (70.3 mg; 0.50 mmol). The mixture was stirred at ambient temperature for 2 h then the precipitate collected by filtration, washed with THF, diethyl ether and dried in vacuo (132 mg; 80%).